From a dataset of the Open Reaction Database (ORD), a public repository of structured organic reaction records. describe an organic reaction: reactants, conditions, products, and yield Reactants: OC1=C(C(=O)O)C=C(C=C1)O (2,5-dihydroxybenzoic acid), COCCOCCl (2-methoxyethoxymethyl chloride), [Na].[H-].[Na+] (sodium NaH), ClC1=C(C=C(C=C1C)[N+](=O)[O-])C (4-chloro-3,5-dimethyl-nitrobenzene). Run in CN1CCCC1=O (NMP), CCOCC (Et2O). Run at temperature 0 celsius, time 30 minute. The product is COCCOCOC(C1=C(C=CC(=C1)OC1=C(C=C(C=C1C)[N+](=O)[O-])C)OCOCCOC)=O (5-(2,6-dimethyl-4-nitrophenoxy)-2-(2-methoxyethoxymethoxy)benzoic acid 2-methoxyethoxymethyl ester). Reaction SMILES: [Na].[H-].[Na+].[OH:4][C:5]1[CH:13]=[CH:12][C:11]([OH:14])=[CH:10][C:6]=1[C:7]([OH:9])=[O:8].Cl[C:16]1[C:21]([CH3:22])=[CH:20][C:19]([N+:23]([O-:25])=[O:24])=[CH:18][C:17]=1[CH3:26].[CH3:27][O:28][CH2:29][CH2:30][O:31][CH2:32]Cl>CN1C(=O)CCC1.CCOCC>[CH3:27][O:28][CH2:29][CH2:30][O:31][CH2:32][O:8][C:7](=[O:9])[C:6]1[CH:10]=[C:11]([O:14][C:16]2[C:21]([CH3:22])=[CH:20][C:19]([N+:23]([O-:25])=[O:24])=[CH:18][C:17]=2[CH3:26])[CH:12]=[CH:13][C:5]=1[O:4][CH2:27][O:28][CH2:29][CH2:30][O:31][CH3:32] |f:0.1.2,^1:0|. Procedure: A suspension of sodium NaH (60% dispersion in mineral oil; 1.32 g, 33 mmol) in 50 mL of NMP is cooled to 0° C. and 2,5-dihydroxybenzoic acid (1.54 g, 10 mmol) is added in one portion. The mixture is warmed to room temperature, and after 30 min, 4-chloro-3,5-dimethyl-nitrobenzene (2.41 g, 13 mmol) is added in one portion and the reaction is heated at 120° C. for 3 h. The reaction is cooled to RT and 2-methoxyethoxymethyl chloride (2.85 mL, 25 mmol) is added. After stirring for 30 min, the mixture... The reactants are C[Si](C)(C)C#N (trimethylsilylcyanide), C12(CC3CC(CC(C1)C3)C2)C=2C=C(C=CC2OC)C=2C=C3C=CC(=CC3=CC2)C=O (6-[3-(1-adamantyl)-4-methoxyphenyl]-2-naphthaldehyde), O (water). Reagents/catalysts: [Zn+2].[I-].[I-] (ZnI2). Run in C(Cl)Cl (CH2Cl2). Yields the product C12(CC3CC(CC(C1)C3)C2)C=2C=C(C=CC2OC)C=2C=C3C=CC(=CC3=CC2)C(C#N)O (2-[6-(3-[1-adamantyl]-4-methoxyphenyl)-2-naphthyl]-2-hydroxy-acetonitrile). Isolated yield 0.1%. Reaction SMILES: [C:1]12([C:11]3[CH:12]=[C:13]([C:19]4[CH:20]=[C:21]5[C:26](=[CH:27][CH:28]=4)[CH:25]=[C:24]([CH:29]=[O:30])[CH:23]=[CH:22]5)[CH:14]=[CH:15][C:16]=3[O:17][CH3:18])[CH2:10][CH:5]3[CH2:6][CH:7]([CH2:9][CH:3]([CH2:4]3)[CH2:2]1)[CH2:8]2.C[Si]([C:35]#[N:36])(C)C.O>C(Cl)Cl.[Zn+2].[I-].[I-]>[C:1]12([C:11]3[CH:12]=[C:13]([C:19]4[CH:20]=[C:21]5[C:26](=[CH:27][CH:28]=4)[CH:25]=[C:24]([CH:29]([OH:30])[C:35]#[N:36])[CH:23]=[CH:22]5)[CH:14]=[CH:15][C:16]=3[O:17][CH3:18])[CH2:8][CH:7]3[CH2:6][CH:5]([CH2:4][CH:3]([CH2:9]3)[CH2:2]1)[CH2:10]2 |f:4.5.6|. Procedure details: To a suspension of 6-[3-(1-adamantyl)-4-methoxyphenyl]-2-naphthaldehyde (0.4 g, 1.01 mmol) and ZnI2 (0.07 mg, 0.02 mmol) in anhydrous CH2Cl2 (5 mL) stirring at 0–5° C. under an argon atmosphere was added trimethylsilylcyanide (0.16 mL, 1.18 mmol). The reaction mixture was stirred for 1.0 hour at 0–5° C. before it was allowed to warm to room temperature and stirred for 26 hours. It was poured into water, extracted with CH2Cl2. After removal of the solvent, the residue was dissolved in 1,3-dioxola... Reaction SMILES: C[C@@H]([C@@H:8]1[C@@:12]2(C)[C@@H](O)C[C@@H:15]3[C@@:20]4(C)[CH2:21][CH2:22][C@@H:23]([OH:25])C[C@H:19]4[CH2:18][CH2:17][C@H:16]3[C@@H:11]2CC1)CCC(O)=O.C[C@@H]([C@@H]1[C@@]2(C)CC[C@@H]3[C@@]4(C)C[CH2:50][C@@H:51]([OH:53])[CH2:52][C@H]4CC[C@H]3[C@@H]2CC1)CCC(O)=O.C12([C:66]([OH:68])=[O:67])CC3CC(CC(C3)C1)C2.[Mn]([O-])(=O)(=O)=O.[K+].[OH-].[Na+]>>[CH:12]12[CH2:8][CH:18]3[CH2:17][CH:16]([CH2:15][CH:20]([CH2:19]3)[C:21]1=[C:22]1[C:23](=[O:25])[O:53][C:51]([CH3:50])([CH3:52])[O:68][C:66]1=[O:67])[CH2:11]2 |f:3.4,5.6|. The reactants are carboxylic acid, C[C@H](CCC(=O)O)[C@H]1CC[C@@H]2[C@@]1([C@H](C[C@H]3[C@H]2CC[C@H]4[C@@]3(CC[C@H](C4)O)C)O)C (deoxycholic acid), C[C@H](CCC(=O)O)[C@H]1CC[C@@H]2[C@@]1([C@H](C[C@H]3[C@H]2CC[C@H]4[C@@]3(CC[C@H](C4)O)C)O)C (deoxycholic acid), C[C@H](CCC(=O)O)[C@H]1CC[C@@H]2[C@@]1(CC[C@H]3[C@H]2CC[C@H]4[C@@]3(CC[C@H](C4)O)C)C (lithocholic acid), C[C@H](CCC(=O)O)[C@H]1CC[C@@H]2[C@@]1(CC[C@H]3[C@H]2CC[C@H]4[C@@]3(CC[C@H](C4)O)C)C (lithocholic acid), [OH-].[Na+] (sodium hydroxide), C12(CC3CC(CC(C1)C3)C2)C(=O)O (adamantane 1-carboxylic acid), C12(CC3CC(CC(C1)C3)C2)C(=O)O (adamantane 1-carboxylic acid), [Mn](=O)(=O)(=O)[O-].[K+] (potassium permanganate), C12(CC3CC(CC(C1)C3)C2)C(=O)O (1-adamantane carboxylic acid). Yields the product C12C(C3CC(CC(C1)C3)C2)=C2C(OC(OC2=O)(C)C)=O (5-(2-adamantylidene)-2,2-dimethyl-1,3-dioxane-4,6 dione). Procedure details: As a compound containing both carboxylic acid and hydroxyl group, deoxycholic acid (Compound I, Aldrich reagent) and lithocholic acid (Compound J, Aldrich reagent) were employed. 1-adamantane carboxylic acid was oxidized by making use of an aqueous solution of potassium permanganate, and then mixed with an aqueous solution of sodium hydroxide to synthesized adamantane 1-carboxylic acid 3-ol (Compound K).